This data is from the Open Reaction Database (ORD), a public repository of structured organic reaction records. The task is: describe an organic reaction: reactants, conditions, products, and yield The reactants are N1CCC(CC1)C1=C2CC(NC2=CC=C1)=O (4-piperidin-4-yl-1,3-dihydroindol-2-one), O=C1N(CCC1)CCCNC(=O)C1=CNC(=C1C)C=O (5-formyl-4-methyl-1H-pyrrole-3-carboxylic acid [3-(2-oxo-pyrrolidin-1-yl)propyl]-amide). Reagents/catalysts: N1CCCCC1 (piperidine). The solvent is C(C)O (ethanol). Reaction conditions: time 7 day. Product: O=C1N(CCC1)CCCNC(=O)C1=CNC(=C1C)C=C1C(NC2=CC=CC(=C12)C1CCNCC1)=O (4-Methyl-5-(2-oxo-4-piperidin-4-yl-1,2-dihydroindol-3-ylidenemethyl)-1H-pyrrole-3-carboxylic Acid [3-(2-oxo-pyrrolidin-1-yl)-propyl]-amide). As a reaction SMILES: [NH:1]1[CH2:6][CH2:5][CH:4]([C:7]2[CH:15]=[CH:14][CH:13]=[C:12]3[C:8]=2[CH2:9][C:10](=[O:16])[NH:11]3)[CH2:3][CH2:2]1.[O:17]=[C:18]1[CH2:22][CH2:21][CH2:20][N:19]1[CH2:23][CH2:24][CH2:25][NH:26][C:27]([C:29]1[C:33]([CH3:34])=[C:32]([CH:35]=O)[NH:31][CH:30]=1)=[O:28]>N1CCCCC1.C(O)C>[O:17]=[C:18]1[CH2:22][CH2:21][CH2:20][N:19]1[CH2:23][CH2:24][CH2:25][NH:26][C:27]([C:29]1[C:33]([CH3:34])=[C:32]([CH:35]=[C:9]2[C:8]3[C:12](=[CH:13][CH:14]=[CH:15][C:7]=3[CH:4]3[CH2:3][CH2:2][NH:1][CH2:6][CH2:5]3)[NH:11][C:10]2=[O:16])[NH:31][CH:30]=1)=[O:28]. Procedure details: A mixture of 4-piperidin-4-yl-1,3-dihydroindol-2-one (35.6 mg, 0.165 mmol), 5-formyl-4-methyl-1H-pyrrole-3-carboxylic acid [3-(2-oxo-pyrrolidin-1-yl)propyl]-amide (48 mg, 0.173 mmol) and piperidine (2 drops) in ethanol (0.5 mL) was stirred at room temperature for 7 days. The reaction was concentrated and ether was added to the residue. The precipitate which formed was collected by vacuum filtration, washed with ethanol and ether and dried to give the title compound. Starting materials: C1CNCCC1C(C2=CC=CC=C2)(C3=CC=CC=C3)O (α,α-diphenyl-4-piperidinomethanol), [OH-].[K+] (potassium hydroxide), COC1=CC=C(C=C1)CCCl (4-methoxyphenylethyl chloride). Solvent: C1(=CC=CC=C1)C (toluene). The product is OC(C1CCN(CC1)CCC1=CC=C(C=C1)OC)(C1=CC=CC=C1)C1=CC=CC=C1 (1-[4-(hydroxydiphenylmethyl)-1-piperidyl]-2-(4-methoxyphenyl)ethane). Reaction SMILES: [CH2:1]1[CH:6]([C:7]([OH:20])([C:14]2[CH:19]=[CH:18][CH:17]=[CH:16][CH:15]=2)[C:8]2[CH:13]=[CH:12][CH:11]=[CH:10][CH:9]=2)[CH2:5][CH2:4][NH:3][CH2:2]1.[OH-].[K+].[CH3:23][O:24][C:25]1[CH:30]=[CH:29][C:28]([CH2:31][CH2:32]Cl)=[CH:27][CH:26]=1>C1(C)C=CC=CC=1>[OH:20][C:7]([C:8]1[CH:13]=[CH:12][CH:11]=[CH:10][CH:9]=1)([C:14]1[CH:19]=[CH:18][CH:17]=[CH:16][CH:15]=1)[CH:6]1[CH2:5][CH2:4][N:3]([CH2:32][CH2:31][C:28]2[CH:29]=[CH:30][C:25]([O:24][CH3:23])=[CH:26][CH:27]=2)[CH2:2][CH2:1]1 |f:1.2|. Reported procedure: A mixture of 4 g of α,α-diphenyl-4-piperidinomethanol, 0.94 g of powdered potassium hydroxide and 200 mg of KI are dispersed in 50 ml of toluene in a 250 ml round-bottomed flask. Addition of 2.3 ml of 4-methoxyphenylethyl chloride is followed by heating under reflux for 3 days. The reactants are CCOC(C)=O, CCO, O=C(c1ccc([N+](=O)[O-])cc1Cl)N1CCC=Cc2sccc21. Yields the product Nc1ccc(C(=O)N2CCC=Cc3sccc32)c(Cl)c1. Reaction SMILES: [CH3:23][CH2:24][O:25][C:26](=[O:27])[CH3:28].[CH3:29][CH2:30][OH:31].[Cl:1][c:2]1[c:3]([C:4](=[O:5])[N:6]2[c:7]3[c:8]([s:13][cH:14][cH:15]3)[CH:9]=[CH:10][CH2:11][CH2:12]2)[cH:16][cH:17][c:18]([N+:20]([O-:21])=[O:22])[cH:19]1>>[Cl:1][c:2]1[c:3]([C:4](=[O:5])[N:6]2[c:7]3[c:8]([s:13][cH:14][cH:15]3)[CH:9]=[CH:10][CH2:11][CH2:12]2)[cH:16][cH:17][c:18]([NH2:20])[cH:19]1. Reactants: C(C1=CC=CC=C1)OC(=O)N[C@@H]1C(N(CC1)[C@@H]1[C@@H](C[C@@H](CC1)N(C)C(C)C)C(=O)OC)=O ((1R,2S,5R)-methyl 2-((S)-3-(benzyloxycarbonylamino)-2-oxopyrrolidin-1-yl)-5-(isopropyl(methyl)amino)-cyclohexanecarboxylate). Reagents/catalysts: [Pd] (Pd/C). Reported procedure: A solution of (1R,2S,5R)-methyl 2-((S)-3-(benzyloxycarbonylamino)-2-oxopyrrolidin-1-yl)-5-(isopropyl(methyl)amino)-cyclohexanecarboxylate (0.6 g, 1.3 mmol) in methanol was treated with 150 mg of 10% Pd/C and hydrogenated at 55 psi of H2 in a Parr shaker overnight. The catalyst was filtered and the filtrate concentrated in vacuo to give 0.4 g of (1R,2S,5R)-methyl 2-((S)-3-amino-2-oxopyrrolidin-1-yl)-5-(isopropyl(methyl)amino)cyclohexanecarboxylate as a white solid. This was used without further p... Reaction SMILES: C(OC([NH:11][C@H:12]1[CH2:16][CH2:15][N:14]([C@H:17]2[CH2:22][CH2:21][C@@H:20]([N:23]([CH:25]([CH3:27])[CH3:26])[CH3:24])[CH2:19][C@H:18]2[C:28]([O:30][CH3:31])=[O:29])[C:13]1=[O:32])=O)C1C=CC=CC=1>CO.[Pd]>[NH2:11][C@H:12]1[CH2:16][CH2:15][N:14]([C@H:17]2[CH2:22][CH2:21][C@@H:20]([N:23]([CH:25]([CH3:27])[CH3:26])[CH3:24])[CH2:19][C@H:18]2[C:28]([O:30][CH3:31])=[O:29])[C:13]1=[O:32]. The product is N[C@@H]1C(N(CC1)[C@@H]1[C@@H](C[C@@H](CC1)N(C)C(C)C)C(=O)OC)=O ((1R,2S,5R)-methyl 2-((S)-3-amino-2-oxopyrrolidin-1-yl)-5-(isopropyl(methyl)amino)cyclohexanecarboxylate). The solvent is CO (methanol). Isolated yield 98.8%. Reactants: C(C)OC([C@H](C)NCC1=C2N=CC=NC2=CC=C1)OCC ((S)-1,1-diethoxy-N-(quinoxalin-5-ylmethyl)propan-2-amine), C1=CC=CC=2C3=CC=CC=C3C(C12)COC(=O)N[C@H](C(=O)O)CC1=CC=C(C=C1)OC(C)(C)C ((S)-2-(((9H-fluoren-9-yl)methoxy)carbonylamino)-3-(4-tert-butoxyphenyl)propanoic acid). The product is C(C)(C)(C)OC1=CC=C(C=C1)C[C@@H](C(=O)N(CC1=C2N=CC=NC2=CC=C1)[C@H](C(OCC)OCC)C)NC(OCC1C2=CC=CC=C2C=2C=CC=CC12)=O ((9H-fluoren-9-yl)methyl (S)-3-(4-tert-butoxyphenyl)-1-(((S)-1,1-diethoxypropan-2-yl)(quinoxalin-5-ylmethyl)amino)-1-oxopropan-2-ylcarbamate). Isolated yield 48.3%. As a reaction SMILES: [CH2:1]([O:3][CH:4]([O:19][CH2:20][CH3:21])[C@@H:5]([NH:7][CH2:8][C:9]1[CH:18]=[CH:17][CH:16]=[C:15]2[C:10]=1[N:11]=[CH:12][CH:13]=[N:14]2)[CH3:6])[CH3:2].[CH:22]1[C:34]2[CH:33]([CH2:35][O:36][C:37]([NH:39][C@@H:40]([CH2:44][C:45]3[CH:50]=[CH:49][C:48]([O:51][C:52]([CH3:55])([CH3:54])[CH3:53])=[CH:47][CH:46]=3)[C:41](O)=[O:42])=[O:38])[C:32]3[C:27](=[CH:28][CH:29]=[CH:30][CH:31]=3)[C:26]=2[CH:25]=[CH:24][CH:23]=1>>[C:52]([O:51][C:48]1[CH:47]=[CH:46][C:45]([CH2:44][C@H:40]([NH:39][C:37](=[O:38])[O:36][CH2:35][CH:33]2[C:34]3[CH:22]=[CH:23][CH:24]=[CH:25][C:26]=3[C:27]3[C:32]2=[CH:31][CH:30]=[CH:29][CH:28]=3)[C:41]([N:7]([C@@H:5]([CH3:6])[CH:4]([O:19][CH2:20][CH3:21])[O:3][CH2:1][CH3:2])[CH2:8][C:9]2[CH:18]=[CH:17][CH:16]=[C:15]3[C:10]=2[N:11]=[CH:12][CH:13]=[N:14]3)=[O:42])=[CH:50][CH:49]=1)([CH3:55])([CH3:53])[CH3:54]. Procedure: According to the procedure described in the synthesis method of Compound III-1, (S)-1,1-diethoxy-N-(quinoxalin-5-ylmethyl)propan-2-amine (Compound IX-8) 1.93 g (6.65 mmol) was coupled with (S)-2-(((9H-fluoren-9-yl)methoxy)carbonylamino)-3-(4-tert-butoxyphenyl)propanoic acid 3.36 g (7.31 mmol) and purified on Buch silica gel column chromatography (chloroform:methanol=100:0 to 98:2) to obtain the title compound 2.35 g (48%). The reactants are C(C)(C)C1=CC(=C(C=C1S(=O)(=O)C1=CC=C(C=C1)C)C=1N=CSC1)OC (4-[4-Isopropyl-2-methoxy-5-(toluene-4-sulfonyl)-phenyl]-thiazole), C(=O)([O-])[O-].[K+].[K+] (K2CO3). Solvent: CO (MeOH). Yields the product C(C)(C)C1=C(C=C(C(=C1)OC)C=1N=CSC1)O (2-Isopropyl-4-methoxy-5-thiazol-4-yl-phenol). As a reaction SMILES: [CH:1]([C:4]1[C:9](S(C2C=CC(C)=CC=2)(=O)=O)=[CH:8][C:7]([C:20]2[N:21]=[CH:22][S:23][CH:24]=2)=[C:6]([O:25][CH3:26])[CH:5]=1)([CH3:3])[CH3:2].C([O-])([O-])=[O:28].[K+].[K+]>CO>[CH:1]([C:4]1[CH:5]=[C:6]([O:25][CH3:26])[C:7]([C:20]2[N:21]=[CH:22][S:23][CH:24]=2)=[CH:8][C:9]=1[OH:28])([CH3:3])[CH3:2] |f:1.2.3|. Procedure details: A mixture of 4-[4-Isopropyl-2-methoxy-5-(toluene-4-sulfonyl)-phenyl]-thiazole (1.0 g, 2.27 mmol) and K2CO3 (1.6 g, 11.34 mmol) in anhydrous MeOH (10 ml) was refluxed for 8 hrs. Solvent was removed in vacuo and the residue was partitioned between methylene chloride and water. The combined organic extract was dried over Na2SO4, filtered, and concentrated to give 2-Isopropyl-4-methoxy-5-thiazol-4-yl-phenol.